This data is from the Open Reaction Database (ORD), a public repository of structured organic reaction records. The task is: describe an organic reaction: reactants, conditions, products, and yield The reactants are C(C)C1=C2C=CC(N(C2=CC(=N1)CC)CC1=CC=C(C=C1)C=1C(=CC=CC1)S(=O)(=O)N)=O (4'-[(5,7-diethyl-2-oxo-1,2-dihydro-1,6-naphthyridin-1-yl)methyl]biphenyl-2-sulphonamide), C(C)(=O)Cl (acetyl chloride). Run in C(C)(=O)O (acetic acid). The product is Cl.C(C)(=O)NS(=O)(=O)C=1C(=CC=CC1)C1=CC=C(C=C1)CN1C(C=CC2=C(N=C(C=C12)CC)CC)=O (N-acetyl-4'-[(5,7-diethyl-2-oxo-1,2-dihydro-1,6-naphthyridin-1-yl)methyl]biphenyl-2-sulphonamide hydrochloride). As a reaction SMILES: [CH2:1]([C:3]1[N:12]=[C:11]([CH2:13][CH3:14])[CH:10]=[C:9]2[C:4]=1[CH:5]=[CH:6][C:7](=[O:32])[N:8]2[CH2:15][C:16]1[CH:21]=[CH:20][C:19]([C:22]2[C:23]([S:28]([NH2:31])(=[O:30])=[O:29])=[CH:24][CH:25]=[CH:26][CH:27]=2)=[CH:18][CH:17]=1)[CH3:2].[C:33]([Cl:36])(=[O:35])[CH3:34]>C(O)(=O)C>[ClH:36].[C:33]([NH:31][S:28]([C:23]1[C:22]([C:19]2[CH:20]=[CH:21][C:16]([CH2:15][N:8]3[C:9]4[C:4](=[C:3]([CH2:1][CH3:2])[N:12]=[C:11]([CH2:13][CH3:14])[CH:10]=4)[CH:5]=[CH:6][C:7]3=[O:32])=[CH:17][CH:18]=2)=[CH:27][CH:26]=[CH:25][CH:24]=1)(=[O:29])=[O:30])(=[O:35])[CH3:34] |f:3.4|. Reported procedure: A mixture of 4'-[(5,7-diethyl-2-oxo-1,2-dihydro-1,6-naphthyridin-1-yl)methyl]biphenyl-2-sulphonamide (250 mg), acetyl chloride (2 ml) and acetic acid (1 ml) was heated at reflux for 4 hours. The mixture was then concentrated by evaporation and the residue was purified by repeated precipitation from ethanol solution by the addition of ether to give N-acetyl-4'-[(5,7-diethyl-2-oxo-1,2-dihydro-1,6-naphthyridin-1-yl)methyl]biphenyl-2-sulphonamide hydrochloride as an amorphous solid (153 mg); NMR (d6... Reactants: [OH-].[K+] (potassium hydroxide), 2,8-dibenzylcyclooctanones, C(C1=CC=CC=C1)=O (benzaldehyde), 2,8-dibenzylidenecyclooctanones, C1(CCCCCCC1)=O (cyclooctanone), CO (methanol). Solvent: C(C)(C)(C)O (t-butyl alcohol). Product: C(C1=CC=CC=C1)=C1C(C(CCCCC1)=CC1=CC=CC=C1)=O (2,8-dibenzylidenecyclooctanone). Reaction SMILES: [C:1]1(=[O:9])[CH2:8][CH2:7][CH2:6][CH2:5][CH2:4][CH2:3][CH2:2]1.[CH:10](=O)[C:11]1[CH:16]=[CH:15][CH:14]=[CH:13][CH:12]=1.[OH-].[K+].CO>C(O)(C)(C)C>[CH:10](=[C:2]1[CH2:3][CH2:4][CH2:5][CH2:6][CH2:7][C:8](=[CH:10][C:11]2[CH:16]=[CH:15][CH:14]=[CH:13][CH:12]=2)[C:1]1=[O:9])[C:11]1[CH:16]=[CH:15][CH:14]=[CH:13][CH:12]=1 |f:2.3|. Procedure details: An alternative procedure for preparing 2,8-dibenzylcyclooctanones involves the corresponding 2,8-dibenzylidenecyclooctanones as the intermediates. Thus, a mixture comprising 12.5 grams of cyclooctanone, 27 grams of benzaldehyde, 15 grams of potassium hydroxide and 300 milliliters of methanol is stirred at reflux temperatures for 4 hours. To the hot, stirred mixture are slowly added 400 milliliters of t-butyl alcohol with simultaneous removal of the methanol by distillation. The mixture is then c...